The task is: describe an organic reaction: reactants, conditions, products, and yield. This data is from the Open Reaction Database (ORD), a public repository of structured organic reaction records. Procedure: A stirred mixture of 6-chloro-3-(4-piperidinyl)-1,2-benzisoxazole (4.7 g, 0.02 mol), 1-[4-(3-chloropropoxy)-3-methoxyphenyl] ethanone (4.8 g, 0.02 mol, K2CO3 (2.8), several crystals of KI and acetonitrile (120 ml) was refluxed for 16 hours. The reaction was filtered and the filtrate was concentrated to yield a solid-oil mixture. The residue was chromatographed on a Waters Prep 500 utilizing silica columns and eluting with methylene chloride/methanol (5%). Concentration of the desired fractions y... Product: ClC1=CC2=C(C(=NO2)C2CCN(CC2)CCCOC2=CC(=C(C=C2)C(C)=O)OC)C=C1 (1-[4-[3-[4-(6-Chloro-1,2-benzisoxazol-3-yl)-1-piperidinyl]propoxy]-methoxyphenyl]ethanone). As a reaction SMILES: [Cl:1][C:2]1[CH:16]=[CH:15][C:5]2[C:6]([CH:9]3[CH2:14][CH2:13][NH:12][CH2:11][CH2:10]3)=[N:7][O:8][C:4]=2[CH:3]=1.Cl[CH2:18][CH2:19][CH2:20][O:21][C:22]1[CH:27]=[CH:26][C:25]([C:28](=[O:30])[CH3:29])=[CH:24][C:23]=1OC.[C:33]([O-])([O-])=[O:34].[K+].[K+]>C(#N)C>[Cl:1][C:2]1[CH:16]=[CH:15][C:5]2[C:6]([CH:9]3[CH2:10][CH2:11][N:12]([CH2:18][CH2:19][CH2:20][O:21][C:22]4[CH:23]=[CH:24][C:25]([C:28](=[O:30])[CH3:29])=[C:26]([O:34][CH3:33])[CH:27]=4)[CH2:13][CH2:14]3)=[N:7][O:8][C:4]=2[CH:3]=1 |f:2.3.4|. Run in C(C)#N (acetonitrile). Starting materials: ClC1=CC2=C(C(=NO2)C2CCNCC2)C=C1 (6-chloro-3-(4-piperidinyl)-1,2-benzisoxazole), ClCCCOC1=C(C=C(C=C1)C(C)=O)OC (1-[4-(3-chloropropoxy)-3-methoxyphenyl] ethanone), C(=O)([O-])[O-].[K+].[K+] (K2CO3). Reactants: C(C)(=O)OCC(=O)Cl (acetoxyacetyl chloride), N[C@@H]1[C@H]([C@]([C@@H]2[C@H]([C@H]12)C(=O)OCC)(C(=O)OCC)NC(=O)OC(C)(C)C)OCC1=CC(=C(C=C1)Cl)Cl (diethyl (1S,2R,3R,4S,5R,6S)-4-amino-2-(tert-butoxycarbonylamino)-3-[(3,4-dichlorophenyl)methoxy]bicyclo[3.1.0]hexane-2,6-dicarboxylate), C(C)(C)N(CC)C(C)C (diisoproylethylamine). Run in ClCCl (dichloromethane). Run at time 2.5 hour. The product is C(C)(=O)OCC(=O)N[C@@H]1[C@H]([C@]([C@@H]2[C@H]([C@H]12)C(=O)OCC)(C(=O)OCC)NC(=O)OC(C)(C)C)OCC1=CC(=C(C=C1)Cl)Cl (Diethyl (1S,2R,3R,4S,5R,6S)-4-[(2-acetoxyacetyl)amino]-2-(tert-butoxycarbonylamino)-3-[(3,4-dichlorophenyl)methoxy]bicyclo[3.1.0]hexane-2,6-dicarboxylate). Isolated yield 76.4%. Reaction SMILES: [C:1]([O:4][CH2:5][C:6](Cl)=[O:7])(=[O:3])[CH3:2].[NH2:9][C@H:10]1[C@@H:15]2[C@@H:13]([C@H:14]2[C:16]([O:18][CH2:19][CH3:20])=[O:17])[C@:12]([NH:26][C:27]([O:29][C:30]([CH3:33])([CH3:32])[CH3:31])=[O:28])([C:21]([O:23][CH2:24][CH3:25])=[O:22])[C@@H:11]1[O:34][CH2:35][C:36]1[CH:41]=[CH:40][C:39]([Cl:42])=[C:38]([Cl:43])[CH:37]=1.C(N(C(C)C)CC)(C)C>ClCCl>[C:1]([O:4][CH2:5][C:6]([NH:9][C@H:10]1[C@@H:15]2[C@@H:13]([C@H:14]2[C:16]([O:18][CH2:19][CH3:20])=[O:17])[C@:12]([NH:26][C:27]([O:29][C:30]([CH3:32])([CH3:33])[CH3:31])=[O:28])([C:21]([O:23][CH2:24][CH3:25])=[O:22])[C@@H:11]1[O:34][CH2:35][C:36]1[CH:41]=[CH:40][C:39]([Cl:42])=[C:38]([Cl:43])[CH:37]=1)=[O:7])(=[O:3])[CH3:2]. Procedure: Add acetoxyacetyl chloride (0.116 mL, 1.08 mmol) to a solution of diethyl (1S,2R,3R,4S,5R,6S)-4-amino-2-(tert-butoxycarbonylamino)-3-[(3,4-dichlorophenyl)methoxy]bicyclo[3.1.0]hexane-2,6-dicarboxylate (0.47 g, 0.89 mmol) and diisoproylethylamine (0.32 mL, 1.83 mmol) in dichloromethane (9 mL) at room temperature. After 2.5 hours, wash the solution with saturated NaHCO3 (2×), brine (1×), dry over MgSO4, filter, and conc. under reduced pressure. Purify by flash chromatography eluting with a gradien... Starting materials: C(C)(=O)O (acetic acid), C(C)(=O)OC(C)=O (acetic anhydride), Br (hydrobromic acid), COC1=CC=C(C=C1)C1=CC2=CC=C(C=C2C=C1)C(=O)O (2-(4'-methoxyphenyl)naphthalene-6-carboxylic acid). The solvent is O (water). Reaction conditions: time 10 hour. Product: OC1=CC=C(C=C1)C1=CC2=CC=C(C=C2C=C1)C(=O)O (2-(4'-hydroxyphenyl)naphthalene-6-carboxylic acid). Yield: 82.3%. As a reaction SMILES: C[O:2][C:3]1[CH:8]=[CH:7][C:6]([C:9]2[CH:18]=[CH:17][C:16]3[C:11](=[CH:12][CH:13]=[C:14]([C:19]([OH:21])=[O:20])[CH:15]=3)[CH:10]=2)=[CH:5][CH:4]=1.C(O)(=O)C.C(OC(=O)C)(=O)C.Br>O>[OH:2][C:3]1[CH:4]=[CH:5][C:6]([C:9]2[CH:18]=[CH:17][C:16]3[C:11](=[CH:12][CH:13]=[C:14]([C:19]([OH:21])=[O:20])[CH:15]=3)[CH:10]=2)=[CH:7][CH:8]=1. Procedure details: Into a four-necked flask equipped with a stirring rod, dropping funnel, reflux condenser and thermometer was charged 0.63 g (0.0023 mol) of 2-(4'-methoxyphenyl)naphthalene-6-carboxylic acid of Example 9. To the compound were added 50 ml of acetic acid, 30 ml of acetic anhydride and 15 ml of 48% hydrobromic acid. The reaction was continued for 10 hours while the mixture was being heated with stirring, thereby obtaining clear solution. When 50 ml of water was added to the reaction solution, white ... The reactants are CN1C(COC2=C1C=C(C=C2C(=O)O)[N+](=O)[O-])=O (3,4-dihydro-4-methyl-6-nitro-3-oxo-2H-1,4-benzoxazine-8-carboxylic acid), S(=O)(Cl)Cl (thionyl chloride). Product: CN1C(COC2=C1C=C(C=C2C(=O)Cl)[N+](=O)[O-])=O (3,4-dihydro-4-methyl-6-nitro-3-oxo-2H-1,4-benzoxazine-8-carboxylic acid chloride). RXN SMILES: [CH3:1][N:2]1[C:7]2[CH:8]=[C:9]([N+:15]([O-:17])=[O:16])[CH:10]=[C:11]([C:12](O)=[O:13])[C:6]=2[O:5][CH2:4][C:3]1=[O:18].S(Cl)([Cl:21])=O>>[CH3:1][N:2]1[C:7]2[CH:8]=[C:9]([N+:15]([O-:17])=[O:16])[CH:10]=[C:11]([C:12]([Cl:21])=[O:13])[C:6]=2[O:5][CH2:4][C:3]1=[O:18]. Procedure: To 99 g of 3,4-dihydro-4-methyl-6-nitro-3-oxo-2H-1,4-benzoxazine-8-carboxylic acid is added portionwise 285 ml of thionyl chloride at room temperature, and the system heated with reflux for about an hour. After the resultant solution is dried under reduced pressure, to the residue is distilled off under reduced pressure. To the residue is added 200 ml of benzene to make the crystals finely particulate. After collecting by filtration, the crystals are washed with benzene and dried to give 103 g o... The reactants are FC=1C(=C(C(=C(C1[N+](=O)[O-])N)[N+](=O)[O-])N)[N+](=O)[O-] (5-fluoro-1,3-diamino-2,4,6trinitrobenzene), NC(=O)N (urea), O (H2O). The solvent is CN(C=O)C (dimethylformamide). Product: N(C(=O)N)C=1C(=C(C(=C(C1[N+](=O)[O-])N)[N+](=O)[O-])N)[N+](=O)[O-] (5-ureido-1,3-diamino-2,4,6-trinitrobenzene). Isolated yield 92.4%. Reaction SMILES: F[C:2]1[C:3]([N+:16]([O-:18])=[O:17])=[C:4]([NH2:15])[C:5]([N+:12]([O-:14])=[O:13])=[C:6]([NH2:11])[C:7]=1[N+:8]([O-:10])=[O:9].[NH2:19][C:20]([NH2:22])=[O:21].O>CN(C)C=O>[NH:19]([C:2]1[C:3]([N+:16]([O-:18])=[O:17])=[C:4]([NH2:15])[C:5]([N+:12]([O-:14])=[O:13])=[C:6]([NH2:11])[C:7]=1[N+:8]([O-:10])=[O:9])[C:20]([NH2:22])=[O:21]. Procedure: A solution of 5-fluoro-1,3-diamino-2,4,6trinitrobenzene (1.57 g, 6 mmol) and urea (1.80 g, 30 mmol) in 30 ml of dry dimethylformamide (DMF) was heated for 1 hour at 90° C. A yellow precipitate formed after about 5 minutes. The mixture was cooled, poured into 150 ml of cold H2O and the solid filtered. Trituration of the solid with warm DMF-H2O (1:1, 100 ml), filtration and drying gave 5-ureido-1,3-diamino-2,4,6-trinitrobenzene (1.67 g, 92.3%): mp 350° C. dec; IR (KBr) 1730 cm-1 (C=O); mass spectr...